This data is from the Open Reaction Database (ORD), a public repository of structured organic reaction records. The task is: describe an organic reaction: reactants, conditions, products, and yield Starting materials: BrC1=CC=C(C=C1)C1=C(C(=NO1)C)C(COCCC1=CC=CC=C1)O (1-[5-(4-bromo-phenyl)-3-methyl-isoxazol-4-yl]-2-phenethyloxy-ethanol), CC1(OB(OC1(C)C)C1=CC=C(C=C1)C1(CC1)C(=O)NS(=O)(=O)C)C (N-{1-[4-(4,4,5,5-tetramethyl-[1,3,2]dioxaborolan-2-yl)-phenyl]-cyclopropanecarbonyl}-methanesulfonamide). Yields the product OC(COCCC1=CC=CC=C1)C=1C(=NOC1C1=CC=C(C=C1)C1=CC=C(C=C1)C1(CC1)C(=O)NS(=O)(=O)C)C (N-(1-{4′-[4-(1-Hydroxy-2-phenethyloxy-ethyl)-3-methyl-isoxazol-5-yl]-biphenyl-4-yl}-cyclopropanecarbonyl)-methanesulfonamide). RXN SMILES: Br[C:2]1[CH:7]=[CH:6][C:5]([C:8]2[O:12][N:11]=[C:10]([CH3:13])[C:9]=2[CH:14]([OH:25])[CH2:15][O:16][CH2:17][CH2:18][C:19]2[CH:24]=[CH:23][CH:22]=[CH:21][CH:20]=2)=[CH:4][CH:3]=1.CC1(C)C(C)(C)OB([C:34]2[CH:39]=[CH:38][C:37]([C:40]3([C:43]([NH:45][S:46]([CH3:49])(=[O:48])=[O:47])=[O:44])[CH2:42][CH2:41]3)=[CH:36][CH:35]=2)O1>>[OH:25][CH:14]([C:9]1[C:10]([CH3:13])=[N:11][O:12][C:8]=1[C:5]1[CH:6]=[CH:7][C:2]([C:34]2[CH:35]=[CH:36][C:37]([C:40]3([C:43]([NH:45][S:46]([CH3:49])(=[O:48])=[O:47])=[O:44])[CH2:42][CH2:41]3)=[CH:38][CH:39]=2)=[CH:3][CH:4]=1)[CH2:15][O:16][CH2:17][CH2:18][C:19]1[CH:24]=[CH:23][CH:22]=[CH:21][CH:20]=1. Procedure: Prepared according to the procedure described in Example 2, using 1-[5-(4-bromo-phenyl)-3-methyl-isoxazol-4-yl]-2-phenethyloxy-ethanol and N-{1-[4-(4,4,5,5-tetramethyl-[1,3,2]dioxaborolan-2-yl)-phenyl]-cyclopropanecarbonyl}-methanesulfonamide. The reactants are ClC1=C2C(=NC(=C1)C1=CC(=NC=C1)OC)N(N=C2)C (4-chloro-6-(2-methoxypyridin-4-yl)-1-methyl-1H-pyrazolo[3,4-b]pyridine), CS(=O)(=O)C1=CC=C(C=C1)O (4-(methylsulfonyl)phenol), C([O-])([O-])=O.[K+].[K+] (potassium carbonate). Run in CN(C)C=O (DMF). Conditions: temperature 150 celsius. Product: COC1=NC=CC(=C1)C1=CC(=C2C(=N1)N(N=C2)C)OC2=CC=C(C=C2)S(=O)(=O)C (6-(2-methoxypyridin-4-yl)-1-methyl-4-(4-(methylsulfonyl)phenoxy)-1H-pyrazolo[3,4-b]pyridine). Isolated yield 50.2%. RXN SMILES: Cl[C:2]1[CH:7]=[C:6]([C:8]2[CH:13]=[CH:12][N:11]=[C:10]([O:14][CH3:15])[CH:9]=2)[N:5]=[C:4]2[N:16]([CH3:19])[N:17]=[CH:18][C:3]=12.[CH3:20][S:21]([C:24]1[CH:29]=[CH:28][C:27]([OH:30])=[CH:26][CH:25]=1)(=[O:23])=[O:22].C(=O)([O-])[O-].[K+].[K+]>CN(C=O)C>[CH3:15][O:14][C:10]1[CH:9]=[C:8]([C:6]2[N:5]=[C:4]3[N:16]([CH3:19])[N:17]=[CH:18][C:3]3=[C:2]([O:30][C:27]3[CH:26]=[CH:25][C:24]([S:21]([CH3:20])(=[O:23])=[O:22])=[CH:29][CH:28]=3)[CH:7]=2)[CH:13]=[CH:12][N:11]=1 |f:2.3.4|. Procedure: To 4-chloro-6-(2-methoxypyridin-4-yl)-1-methyl-1H-pyrazolo[3,4-b]pyridine (0.4 g) and 4-(methylsulfonyl)phenol (0.5 g) was added DMF (3.4 mL) and potassium carbonate (1.0 g). Nitrogen was bubbled through the solution for 5 min. The reaction mixture was heated in a microwave reactor for 1 h at 150° C., then purified by reverse phase HPLC to provide 118 (0.3 g). MS (ESI) m/z 411.1 (M+1)+ Reactants: COc1cccc([N+](=O)[O-])c1C, CC#N, CCO, O=C(O)C(F)(F)F, O. Product: COc1cccc(N)c1C. RXN SMILES: [CH3:1][c:2]1[c:3]([O:11][CH3:12])[cH:4][cH:5][cH:6][c:7]1[N+:8]([O-:9])=[O:10].[CH3:20][C:21]#[N:22].[CH3:24][CH2:25][OH:26].[F:13][C:14]([F:15])([F:16])[C:17]([OH:18])=[O:19].[OH2:23]>>[CH3:1][c:2]1[c:3]([O:11][CH3:12])[cH:4][cH:5][cH:6][c:7]1[NH2:8]. RXN SMILES: [Cl:36][CH2:37][Cl:38].[Cl:8][c:9]1[cH:10][c:11]([CH:15]([CH:16]2[CH2:17][N:18]([C:22]([O:23][C:24]([CH3:25])([CH3:26])[CH3:27])=[O:28])[CH2:19][CH2:20][CH2:21]2)[O:29][CH2:30][C:31](=[O:32])[NH:33][CH2:34][CH3:35])[cH:12][cH:13][cH:14]1.[F:1][C:2]([F:3])([F:4])[C:5]([OH:6])=[O:7]>>[Cl:8][c:9]1[cH:10][c:11]([CH:15]([CH:16]2[CH2:17][NH:18][CH2:19][CH2:20][CH2:21]2)[O:29][CH2:30][C:31](=[O:32])[NH:33][CH2:34][CH3:35])[cH:12][cH:13][cH:14]1. Product: CCNC(=O)COC(c1cccc(Cl)c1)C1CCCNC1. The reactants are ClCCl, CCNC(=O)COC(c1cccc(Cl)c1)C1CCCN(C(=O)OC(C)(C)C)C1, O=C(O)C(F)(F)F. The reactants are ClC=1C=CC(=NC1)NC(C1=C(C=CC=C1)NC(=O)C1CCN(CC1)CC1CC1)=O (N-(5-chloropyridin-2-yl)-2-[(1-cyclopropylmethylpiperidin-4-ylcarbonyl)amino]benzamide), FC(C(=O)O)(F)F.ClC=1C=CC(=NC1)NC(C1=C(C=CC=C1)NC(=O)C1CCNCC1)=O (N-(5-chloropyridin-2-yl)-2-[(piperidin-4-ylcarbonyl)amino]-benzamide trifluoroacetate), C1(CC1)C=O (cyclopropanecarboxaldehyde). Yields the product ClC=1C=CC(=NC1)NC(C1=C(C=CC=C1)NC(=O)C1CC(N(CC1)C1CC1)C)=O (N-(5-Chloropyridin-2-yl)-2-[(1-cyclopropyl-methylpiperidin-4-ylcarbonyl)amino]benzamide). Reaction SMILES: [Cl:1][C:2]1[CH:3]=[CH:4][C:5]([NH:8][C:9](=[O:29])[C:10]2[CH:15]=[CH:14][CH:13]=[CH:12][C:11]=2[NH:16][C:17]([CH:19]2[CH2:24][CH2:23][N:22](CC3CC3)[CH2:21][CH2:20]2)=[O:18])=[N:6][CH:7]=1.F[C:31](F)(F)C(O)=O.ClC1C=CC(N[C:45](=O)[C:46]2[CH:51]=CC=CC=2NC(C2CCNCC2)=O)=NC=1.C1(C=O)CC1>>[Cl:1][C:2]1[CH:3]=[CH:4][C:5]([NH:8][C:9](=[O:29])[C:10]2[CH:15]=[CH:14][CH:13]=[CH:12][C:11]=2[NH:16][C:17]([CH:19]2[CH2:24][CH2:23][N:22]([CH:51]3[CH2:46][CH2:45]3)[CH:21]([CH3:31])[CH2:20]2)=[O:18])=[N:6][CH:7]=1 |f:1.2|. Procedure details: Using procedures substantially equivalent to those described in example 9-C, N-(5-chloropyridin-2-yl)-2-[(1-cyclopropylmethylpiperidin-4-ylcarbonyl)amino]benzamide (16 mg, 72%, 97% pure by HPLC analysis) was prepared from N-(5-chloropyridin-2-yl)-2-[(piperidin-4-ylcarbonyl)amino]-benzamide trifluoroacetate and cyclopropanecarboxaldehyde. The solvent is C(Cl)(Cl)Cl (chloroform), C(Cl)(Cl)Cl (chloroform). Reaction SMILES: [CH3:1][O:2][C:3]1[CH:11]=[C:10]([CH:12]([CH3:14])[CH3:13])[CH:9]=[CH:8][C:4]=1[C:5]([OH:7])=[O:6].[Br:15]Br>C(Cl)(Cl)Cl>[Br:15][C:9]1[C:10]([CH:12]([CH3:14])[CH3:13])=[CH:11][C:3]([O:2][CH3:1])=[C:4]([CH:8]=1)[C:5]([OH:7])=[O:6]. The reactants are COC1=C(C(=O)O)C=CC(=C1)C(C)C (2-methoxy-4-iso-propyl benzoic acid), BrBr (bromine). Yields the product BrC=1C(=CC(=C(C(=O)O)C1)OC)C(C)C (5-Bromo-4-iso-propyl-2-methoxybenzoic acid). Reported procedure: To a solution of 2-methoxy-4-iso-propyl benzoic acid (7.0 g, 36.0 mmol) in chloroform (100 ml) was added bromine (1.86 ml) in chloroform (20 ml) dropwise. The reaction was stirred at room temperature overnight Evaporation in vacuo afforded an oil (9.27 g). m/z (CI): 275, 273 (MH+; 70%). Reaction conditions: time 8 hour. Starting materials: Cl, CN(C(=O)N(C)C1CNCC1c1ccc(F)cc1)c1cc(C(F)(F)F)cc(C(F)(F)F)c1, O=C(O)c1ccc(-n2cnnn2)cc1. Product: CN(C(=O)N(C)C1CN(C(=O)c2ccc(-n3cnnn3)cc2)CC1c1ccc(F)cc1)c1cc(C(F)(F)F)cc(C(F)(F)F)c1. RXN SMILES: [ClH:1].[F:2][C:3]([c:4]1[cH:5][c:6]([N:14]([C:15](=[O:16])[N:17]([CH3:18])[CH:19]2[CH2:20][NH:21][CH2:22][CH:23]2[c:24]2[cH:25][cH:26][c:27]([F:30])[cH:28][cH:29]2)[CH3:31])[cH:7][c:8]([C:10]([F:11])([F:12])[F:13])[cH:9]1)([F:32])[F:33].[n:34]1(-[c:39]2[cH:40][cH:41][c:42]([C:43](=[O:44])[OH:45])[cH:46][cH:47]2)[n:35][n:36][n:37][cH:38]1>>[F:2][C:3]([c:4]1[cH:5][c:6]([N:14]([C:15](=[O:16])[N:17]([CH3:18])[CH:19]2[CH2:20][N:21]([C:43]([c:42]3[cH:41][cH:40][c:39](-[n:34]4[n:35][n:36][n:37][cH:38]4)[cH:47][cH:46]3)=[O:44])[CH2:22][CH:23]2[c:24]2[cH:25][cH:26][c:27]([F:30])[cH:28][cH:29]2)[CH3:31])[cH:7][c:8]([C:10]([F:11])([F:12])[F:13])[cH:9]1)([F:32])[F:33]. The reactants are BrC=1C=NC=CC1CC1C(C2=CC=C(C=C2CC1)OC)=O (2-[(3-bromo-4-pyridyl)methyl]-6-methoxy-tetralin-1-one), C(C1=CC=CC=C1)Br (Benzyl bromide). Solvent: ClCCl (dichloromethane). The product is [Br-].C(C1=CC=CC=C1)[N+]1=CC(=C(C=C1)CC1C(C2=CC=C(C=C2CC1)OC)=O)Br (2-[(1-benzyl-3-bromo-pyridin-1-ium-4-yl)methyl]-6-methoxy-tetralin-1-one bromide). Yield: 158.5%. As a reaction SMILES: [Br:1][C:2]1[CH:3]=[N:4][CH:5]=[CH:6][C:7]=1[CH2:8][CH:9]1[CH2:18][CH2:17][C:16]2[C:11](=[CH:12][CH:13]=[C:14]([O:19][CH3:20])[CH:15]=2)[C:10]1=[O:21].[CH2:22](Br)[C:23]1[CH:28]=[CH:27][CH:26]=[CH:25][CH:24]=1>ClCCl>[Br-:1].[CH2:22]([N+:4]1[CH:5]=[CH:6][C:7]([CH2:8][CH:9]2[CH2:18][CH2:17][C:16]3[C:11](=[CH:12][CH:13]=[C:14]([O:19][CH3:20])[CH:15]=3)[C:10]2=[O:21])=[C:2]([Br:1])[CH:3]=1)[C:23]1[CH:28]=[CH:27][CH:26]=[CH:25][CH:24]=1 |f:3.4|. Procedure details: Compound 99 (69.2 mg, 0.2 mmol) was dissolved in dichloromethane (2 mL). Benzyl bromide (48 μL, 0.4 mmol) was then added and the solution was heated under reflux for 12 h in a sealed tube. After concentration under reduced pressure, the solid was triturated with diethylether, filtered and washed (3×) with n-pentane to afford the title product 117 as a pale brown powder (Yield 82 mg, 80%). The reactants are C1(=CC=CC=C1)C1=N[C@H]2C(N[C@H]2O1)=O ((1R, 5S)-3-phenyl-4-oxa-2,6-diazabicyclo[3.2.0]hept-2-en-7-one), C(=O)(O)[O-].[Na+] (NaHCO3). The solvent is C(Cl)Cl (methlene chloride), CC(=CCO)C (3-methyl-2-buten-1-ol). Run at time 15 minute. Product: C(C1=CC=CC=C1)(=O)N[C@H]1C(N[C@@H]1OCC=C(C)C)=O (3(R)-Benzoylamino-4-(R)-[3-methyl-2-butenyloxy]-2-azetidinone). The yield is 70.0%. As a reaction SMILES: [C:1]1([C:7]2[O:13][C@H]3[C@H:9]([C:10](=[O:14])[NH:11]3)[N:8]=2)[CH:6]=[CH:5][CH:4]=[CH:3][CH:2]=1.[C:15]([O-:18])(O)=O.[Na+]>C(Cl)Cl.CC(C)=CCO>[C:7]([NH:8][C@@H:9]1[C@@H:10]([O:14][CH2:3][CH:2]=[C:1]([CH3:7])[CH3:6])[NH:11][C:15]1=[O:18])(=[O:13])[C:1]1[CH:6]=[CH:5][CH:4]=[CH:3][CH:2]=1 |f:1.2|. Procedure details: 181 mg (0.96 mmol--1.2 equivalents) of anhydrous tin-II chloride (dried by fusing briefly under a high vacuum) were added all at once, at 0° C., to a suspension of 150 mg (0.78 mmol) of (1R, 5S)-3-phenyl-4-oxa-2,6-diazabicyclo[3.2.0]hept-2-en-7-one in 1.3 ml of anhydrous methlene chloride and 0.81 ml (7.8 mmols--10 equivalents) of 3-methyl-2-buten-1-ol. The cooling bath was removed and a clear solution was formed after a few minutes. The reaction mixture was stirred for a further 15 minutes at r...